describe an organic reaction: reactants, conditions, products, and yield From a dataset of the Open Reaction Database (ORD), a public repository of structured organic reaction records. Starting materials: N1N=CN=C1 (1,2,4-triazole), ClC=1N=C(C2=C(N1)SC=C2C)NCC2=CC(=C(C=C2)OC)Cl (2-chloro-5-methyl-4-(3-chloro-4-methoxybenzylamino)-thieno-[2,3-d]-pyrimidine). The product is N1(N=CN=C1)C=1N=C(C2=C(N1)SC=C2C)NCC2=CC(=C(C=C2)OC)Cl (2-(1,2,4-triazol-1-yl)-5-methyl-4-(3-chloro-4-methoxybenzylamino)-thieno-[2,3-d]-pyrimidine). Reaction SMILES: [NH:1]1[CH:5]=[N:4][CH:3]=[N:2]1.Cl[C:7]1[N:8]=[C:9]([NH:17][CH2:18][C:19]2[CH:24]=[CH:23][C:22]([O:25][CH3:26])=[C:21]([Cl:27])[CH:20]=2)[C:10]2[C:15]([CH3:16])=[CH:14][S:13][C:11]=2[N:12]=1>>[N:1]1([C:7]2[N:8]=[C:9]([NH:17][CH2:18][C:19]3[CH:24]=[CH:23][C:22]([O:25][CH3:26])=[C:21]([Cl:27])[CH:20]=3)[C:10]3[C:15]([CH3:16])=[CH:14][S:13][C:11]=3[N:12]=2)[CH:5]=[N:4][CH:3]=[N:2]1. Reported procedure: Following the procedure of Example 97, the reaction of 1,2,4-triazole with 2-chloro-5-methyl-4-(3-chloro-4-methoxybenzylamino)-thieno-[2,3-d]-pyrimidine gives 2-(1,2,4-triazol-1-yl)-5-methyl-4-(3-chloro-4-methoxybenzylamino)-thieno-[2,3-d]-pyrimidine. Reactants: CC[SiH](CC)CC, COC(=O)C(C)(C)CO[Si](C)(C)C, C[N+](=O)[O-], [Na+], O=C([O-])O, O=C1CCOC1. The product is COC(=O)C(C)(C)COC1CCOC1. Reaction SMILES: [CH2:20]([SiH:21]([CH2:22][CH3:23])[CH2:24][CH3:25])[CH3:26].[CH3:1][O:2][C:3]([C:4]([CH2:5][O:6][Si:7]([CH3:8])([CH3:9])[CH3:10])([CH3:11])[CH3:12])=[O:13].[N+:32]([CH3:33])([O-:34])=[O:35].[Na+:31].[O-:27][C:28]([OH:29])=[O:30].[O:14]1[CH2:15][C:16](=[O:19])[CH2:17][CH2:18]1>>[CH3:1][O:2][C:3]([C:4]([CH2:5][O:6][CH:16]1[CH2:15][O:14][CH2:18][CH2:17]1)([CH3:11])[CH3:12])=[O:13].